This data is from the Open Reaction Database (ORD), a public repository of structured organic reaction records. The task is: describe an organic reaction: reactants, conditions, products, and yield Reactants: C(C)[Li] (ethyl lithium), COC1=C(C(=O)C2=CC=C(C=C2)OCCCN2C(CCCC2)CC)C=CC=C1 (2-methoxy-4'-[3-(2-ethyl-piperid-1-yl)-propoxy]-benzophenone), [Cl-].[NH4+] (ammonium chloride). Solvent: O1CCCC1 (tetrahydrofuran). Run at temperature -15 celsius. Yields the product C(C)C1N(CCCC1)CCCOC1=CC=C(C=C1)C(CC)(O)C1=C(C=CC=C1)OC (2-Ethyl-1-[3-[4-[1-(2-methoxyphenyl)-1-hydroxypropyl]-phenoxy]-propyl]-piperidine). RXN SMILES: [CH2:1]([Li])[CH3:2].[CH3:4][O:5][C:6]1[CH:31]=[CH:30][CH:29]=[CH:28][C:7]=1[C:8]([C:10]1[CH:15]=[CH:14][C:13]([O:16][CH2:17][CH2:18][CH2:19][N:20]2[CH2:25][CH2:24][CH2:23][CH2:22][CH:21]2[CH2:26][CH3:27])=[CH:12][CH:11]=1)=[O:9].[Cl-].[NH4+]>O1CCCC1>[CH2:26]([CH:21]1[CH2:22][CH2:23][CH2:24][CH2:25][N:20]1[CH2:19][CH2:18][CH2:17][O:16][C:13]1[CH:12]=[CH:11][C:10]([C:8]([C:7]2[CH:28]=[CH:29][CH:30]=[CH:31][C:6]=2[O:5][CH3:4])([OH:9])[CH2:1][CH3:2])=[CH:15][CH:14]=1)[CH3:27] |f:2.3|. Procedure: To 125 ml. of a 0.8 molar ethereal ethyl lithium solution a solution of 15.3 g. of 2-methoxy-4'-[3-(2-ethyl-piperid-1-yl)-propoxy]-benzophenone in 50 ml. of tetrahydrofuran is added dropwise, in argon atmosphere, with stirring at -15° C. The reaction mixture is stirred at room temperature for another two hours, whereupon it is decomposed with a saturated aqueous ammonium chloride solution under cooling. The aqueous phase is extracted with ether. The combined organic phases are washed with a satu... The reactants are O1CCN(CC1)C=1C2=C(N=C(N1)C=1C=CC(=NC1)N)C=C(O2)CN2CCN(CC2)S(=O)(=O)C (5-(4-morpholino-6-((4-N-methylsulfonylpiperazin-1-yl)methyl)furo[3,2-d]pyrimidin-2-yl)pyridin-2-amine), ClS(=O)(=O)N=C=O (chlorosulfonyl isocyanate), [OH-].[Na+] (NaOH). Run in C(C)#N (acetonitrile). Conditions: temperature 80 celsius, time 40 minute. The product is O1CCN(CC1)C=1C2=C(N=C(N1)C=1C=CC(=NC1)NC(=O)N)C=C(O2)CN2CCN(CC2)S(=O)(=O)C (1-(5-(4-morpholino-6-((4-N-methylsulfonylpiperazin-1-yl)methyl)furo[3,2-d]pyrimidin-2-yl)pyridin-2-yl)urea). Reaction SMILES: [O:1]1[CH2:6][CH2:5][N:4]([C:7]2[C:8]3[O:22][C:21]([CH2:23][N:24]4[CH2:29][CH2:28][N:27]([S:30]([CH3:33])(=[O:32])=[O:31])[CH2:26][CH2:25]4)=[CH:20][C:9]=3[N:10]=[C:11]([C:13]3[CH:14]=[CH:15][C:16]([NH2:19])=[N:17][CH:18]=3)[N:12]=2)[CH2:3][CH2:2]1.ClS([N:38]=[C:39]=[O:40])(=O)=O.[OH-].[Na+]>C(#N)C>[O:1]1[CH2:2][CH2:3][N:4]([C:7]2[C:8]3[O:22][C:21]([CH2:23][N:24]4[CH2:25][CH2:26][N:27]([S:30]([CH3:33])(=[O:32])=[O:31])[CH2:28][CH2:29]4)=[CH:20][C:9]=3[N:10]=[C:11]([C:13]3[CH:14]=[CH:15][C:16]([NH:19][C:39]([NH2:38])=[O:40])=[N:17][CH:18]=3)[N:12]=2)[CH2:5][CH2:6]1 |f:2.3|. Reported procedure: To a solution of 236 (1.0 eq) in acetonitrile (0.1M) at r.t. was added chlorosulfonyl isocyanate (10 eq) dropwise. The reaction was stirred for 40 minutes, then concentrated. To the residue was added 2N HCl and mixture was heated to 80° C. for 20 minutes. Reaction mixture was allowed to cool down to room temperature, and was neutralized with NaOH 6M. Mixture was then concentrated. The crude product was purified by reverse phase HPLC to give 6 mg of 247. MS (Q1) 517 (M+ Reactants: BrC1=CC=C(C=O)C=C1 (4-bromobenzaldehyde), FC1=CC=C(C=C1)B(O)O (4-fluorophenylboronic acid), C(=O)([O-])[O-].[K+].[K+] (K2CO3). Reagents/catalysts: C=1C=CC(=CC1)[P](C=2C=CC=CC2)(C=3C=CC=CC3)[Pd]([P](C=4C=CC=CC4)(C=5C=CC=CC5)C=6C=CC=CC6)([P](C=7C=CC=CC7)(C=8C=CC=CC8)C=9C=CC=CC9)[P](C=1C=CC=CC1)(C=1C=CC=CC1)C=1C=CC=CC1 (tetrakis). Run in C1(=CC=CC=C1)C (toluene). Product: FC1=CC=C(C=C1)C1=CC=C(C=C1)C=O (4′-Fluorobiphenyl-4-carbaldehyde). The yield is 69.4%. As a reaction SMILES: Br[C:2]1[CH:9]=[CH:8][C:5]([CH:6]=[O:7])=[CH:4][CH:3]=1.[F:10][C:11]1[CH:16]=[CH:15][C:14](B(O)O)=[CH:13][CH:12]=1.C([O-])([O-])=O.[K+].[K+]>C1(C)C=CC=CC=1.C1C=CC([P]([Pd]([P](C2C=CC=CC=2)(C2C=CC=CC=2)C2C=CC=CC=2)([P](C2C=CC=CC=2)(C2C=CC=CC=2)C2C=CC=CC=2)[P](C2C=CC=CC=2)(C2C=CC=CC=2)C2C=CC=CC=2)(C2C=CC=CC=2)C2C=CC=CC=2)=CC=1>[F:10][C:11]1[CH:16]=[CH:15][C:14]([C:2]2[CH:9]=[CH:8][C:5]([CH:6]=[O:7])=[CH:4][CH:3]=2)=[CH:13][CH:12]=1 |f:2.3.4,^1:36,38,57,76|. Procedure details: A solution of 4-bromobenzaldehyde (1.0 g, 5.4 mmol, 1.0 eq) and 4-fluorophenylboronic acid (0.75 g, 5.4 mmol, 1.0 eq) in toluene was purged with nitrogen for 15 minutes and degassed under vacuum. Dry K2CO3 (1.12 g, 8.12 mmol, 1.5 eq) and tetrakis catalyst (0.3 g, 0.27 mmol, 0.05 eq) were added under nitrogen. The reaction mixture was refluxed under nitrogen for 12 h, quenched with ice water and extracted with ethyl acetate. The organic layer was dried over sodium sulphate and concentrated under ... The reactants are O=C([O-])[O-], C1CCOC1, Cc1cc(N)n[nH]1, CNC(=O)c1ccc(-c2cc(OC)c(Nc3ncc(C(F)(F)F)c(Cl)n3)cc2C)cc1, [Cs+], [Cs+]. Yields the product CNC(=O)c1ccc(-c2cc(OC)c(Nc3ncc(C(F)(F)F)c(Nc4cc(C)[nH]n4)n3)cc2C)cc1. RXN SMILES: [C:39](=[O:40])([O-:41])[O-:42].[CH2:45]1[O:46][CH2:47][CH2:48][CH2:49]1.[CH3:32][c:33]1[cH:34][c:35]([NH2:38])[n:36][nH:37]1.[Cl:1][c:2]1[n:3][c:4]([NH:12][c:13]2[cH:14][c:15]([CH3:31])[c:16](-[c:21]3[cH:22][cH:23][c:24]([C:27](=[O:28])[NH:29][CH3:30])[cH:25][cH:26]3)[cH:17][c:18]2[O:19][CH3:20])[n:5][cH:6][c:7]1[C:8]([F:9])([F:10])[F:11].[Cs+:43].[Cs+:44]>>[c:2]1([NH:38][c:35]2[cH:34][c:33]([CH3:32])[nH:37][n:36]2)[n:3][c:4]([NH:12][c:13]2[cH:14][c:15]([CH3:31])[c:16](-[c:21]3[cH:22][cH:23][c:24]([C:27](=[O:28])[NH:29][CH3:30])[cH:25][cH:26]3)[cH:17][c:18]2[O:19][CH3:20])[n:5][cH:6][c:7]1[C:8]([F:9])([F:10])[F:11]. Reactants: CCOC(=O)CCCBr, CN(C)C=O, O=Cc1ccccc1O, [H-], [Na+]. Yields the product CCOC(=O)CCCOc1ccccc1C=O. RXN SMILES: [CH2:12]([CH3:13])[O:14][C:15]([CH2:16][CH2:17][CH2:18][Br:19])=[O:20].[CH3:21][N:22]([CH3:23])[CH:24]=[O:25].[CH:1](=[O:2])[c:3]1[cH:4][cH:5][cH:6][cH:7][c:8]1[OH:9].[H-:10].[Na+:11]>>[CH:1](=[O:2])[c:3]1[cH:4][cH:5][cH:6][cH:7][c:8]1[O:9][CH2:18][CH2:17][CH2:16][C:15]([O:14][CH2:12][CH3:13])=[O:20]. Starting materials: C(CC(O)(C(=O)O)CC(=O)O)(=O)O (citric acid), OCCOC1=C(C(=NC=N1)NS(=O)(=O)CC)C1=CC=C(C=C1)C (Ethanesulfonic acid [6-(2-hydroxy-ethoxy)-5-p-tolyl-pyrimidin-4-yl]-amide), ClC1=NC=C(C=N1)Br (2-chloro-5-bromo-pyrimidine), [H-].[Na+] (sodium hydride). Solvent: C1CCOC1 (THF). Conditions: temperature 50 celsius, time 15 minute. The product is BrC=1C=NC(=NC1)OCCOC1=C(C(=NC=N1)NS(=O)(=O)CC)C1=CC=C(C=C1)C (ethanesulfonic acid {6-[2-(5-bromo-pyrimidin-2-yloxy)-ethoxy]-5-p-tolyl-pyrimidin-4-yl}-amide). Yield: 34.4%. RXN SMILES: [OH:1][CH2:2][CH2:3][O:4][C:5]1[N:10]=[CH:9][N:8]=[C:7]([NH:11][S:12]([CH2:15][CH3:16])(=[O:14])=[O:13])[C:6]=1[C:17]1[CH:22]=[CH:21][C:20]([CH3:23])=[CH:19][CH:18]=1.[H-].[Na+].Cl[C:27]1[N:32]=[CH:31][C:30]([Br:33])=[CH:29][N:28]=1.C(O)(=O)CC(CC(O)=O)(C(O)=O)O>C1COCC1>[Br:33][C:30]1[CH:29]=[N:28][C:27]([O:1][CH2:2][CH2:3][O:4][C:5]2[N:10]=[CH:9][N:8]=[C:7]([NH:11][S:12]([CH2:15][CH3:16])(=[O:13])=[O:14])[C:6]=2[C:17]2[CH:18]=[CH:19][C:20]([CH3:23])=[CH:21][CH:22]=2)=[N:32][CH:31]=1 |f:1.2|. Reported procedure: Ethanesulfonic acid [6-(2-hydroxy-ethoxy)-5-p-tolyl-pyrimidin-4-yl]-amide (135 mg) was dissolved in THF (15 ml) and sodium hydride (80 mg) was added followed by stirring for 15 min at 50° C. Then 2-chloro-5-bromo-pyrimidine (162 mg) was added and stirring was continued for 8 h at 70 C. The reaction mixture was poured onto ice water, acidified with solid citric acid and extracted with ethylacetate. The combined organic extracts were dried over magnesium sulfate and the solvent was evaporated. The... Starting materials: C(C)(C)(C)ONC1C(C=C(C=C1)C(CC1(CCN(CC1)CC1=CC=CC=C1)O)=O)=C=O (N-t-butoxy-carbonyl-4-[(1-benzyl-4-hydroxypiperidin-4-yl)acetyl]aniline), FC(C(=O)O)(F)F (trifluoroacetic acid). Run in C(Cl)(Cl)Cl (chloroform). Yields the product C(C1=CC=CC=C1)N1CCC(CC1)(O)CC(=O)C1=CC=C(N)C=C1.FC(C(=O)[O-])(F)F (4-[(1-benzyl-4-hydroxypiperidin-4-yl)acetyl]aniline·trifluoroacetate). As a reaction SMILES: C(O[NH:6][CH:7]1[CH:12]=[CH:11][C:10]([C:13](=[O:29])[CH2:14][C:15]2([OH:28])[CH2:20][CH2:19][N:18]([CH2:21][C:22]3[CH:27]=[CH:26][CH:25]=[CH:24][CH:23]=3)[CH2:17][CH2:16]2)=[CH:9][C:8]1=C=O)(C)(C)C.[F:32][C:33]([F:38])([F:37])[C:34]([OH:36])=[O:35]>C(Cl)(Cl)Cl>[CH2:21]([N:18]1[CH2:17][CH2:16][C:15]([CH2:14][C:13]([C:10]2[CH:9]=[CH:8][C:7]([NH2:6])=[CH:12][CH:11]=2)=[O:29])([OH:28])[CH2:20][CH2:19]1)[C:22]1[CH:27]=[CH:26][CH:25]=[CH:24][CH:23]=1.[F:32][C:33]([F:38])([F:37])[C:34]([O-:36])=[O:35] |f:3.4|. Procedure: 30 ml of chloroform was added to 2.07 g of N-t-butoxy-carbonyl-4-[(1-benzyl-4-hydroxypiperidin-4-yl)acetyl]aniline, trifluoroacetic acid was added thereto three times in a total amount of 8 ml, and the mixture was stirred at room temperature. Thereafter, the solvent was removed by distillation under reduced pressure, and the obtained residue was applied to silica gel column chromatography to obtain 1.14 g of the title compound as reddish white powder.